Dataset: the Open Reaction Database (ORD), a public repository of structured organic reaction records. Task: describe an organic reaction: reactants, conditions, products, and yield The reactants are O=C(Br)CBr, CNc1ccccc1C(=O)OC, ClCCl, [Na+], [OH-], O. The product is COC(=O)c1ccccc1N(C)C(=O)CBr. As a reaction SMILES: [Br:1][CH2:2][C:3](=[O:4])[Br:5].[CH3:6][NH:7][c:8]1[c:9]([C:10](=[O:11])[O:12][CH3:13])[cH:14][cH:15][cH:16][cH:17]1.[Cl:20][CH2:21][Cl:22].[Na+:19].[OH-:18].[OH2:23]>>[Br:1][CH2:2][C:3](=[O:4])[N:7]([CH3:6])[c:8]1[c:9]([C:10](=[O:11])[O:12][CH3:13])[cH:14][cH:15][cH:16][cH:17]1. Starting materials: [BH4-], O=C(C1Cc2c([nH]c3ccccc23)CN1)N1CCC(N(Cc2ccnc3ccccc23)C(=O)C(F)(F)F)CC1Cc1ccccc1, [Na+]. Product: O=C(C1Cc2c([nH]c3ccccc23)CN1)N1CCC(NCc2ccnc3ccccc23)CC1Cc1ccccc1. Reaction SMILES: [BH4-:47].[CH2:1]([c:2]1[cH:3][cH:4][cH:5][cH:6][cH:7]1)[CH:8]1[N:9]([C:32](=[O:33])[CH:34]2[CH2:35][c:36]3[c:37]([nH:38][c:39]4[cH:40][cH:41][cH:42][cH:43][c:44]34)[CH2:45][NH:46]2)[CH2:10][CH2:11][CH:12]([N:14]([C:15](=[O:16])[C:17]([F:18])([F:19])[F:20])[CH2:21][c:22]2[cH:23][cH:24][n:25][c:26]3[cH:27][cH:28][cH:29][cH:30][c:31]23)[CH2:13]1.[Na+:48]>>[CH2:1]([c:2]1[cH:3][cH:4][cH:5][cH:6][cH:7]1)[CH:8]1[N:9]([C:32](=[O:33])[CH:34]2[CH2:35][c:36]3[c:37]([nH:38][c:39]4[cH:40][cH:41][cH:42][cH:43][c:44]34)[CH2:45][NH:46]2)[CH2:10][CH2:11][CH:12]([NH:14][CH2:21][c:22]2[cH:23][cH:24][n:25][c:26]3[cH:27][cH:28][cH:29][cH:30][c:31]23)[CH2:13]1. The reactants are C(C1=CC=CC=C1)OC1=CC=C(C(=O)NC2=C(C=CC(=C2)C#N)NC2CCCCC2)C=C1 (4-(Benzyloxy)-N-[5-cyano-2-(cyclohexylamino)phenyl]benzamide). Run in C(C)(=O)O (acetic acid). Product: C(C1=CC=CC=C1)OC1=CC=C(C=C1)C1=NC2=C(N1C1CCCCC1)C=CC(=C2)C#N (2-[4-(Benzyloxy)phenyl]-1-cyclohexyl-1H-benzimidazole-5-carbonitrile). The yield is 90.3%. Reaction SMILES: [CH2:1]([O:8][C:9]1[CH:32]=[CH:31][C:12]([C:13]([NH:15][C:16]2[CH:21]=[C:20]([C:22]#[N:23])[CH:19]=[CH:18][C:17]=2[NH:24][CH:25]2[CH2:30][CH2:29][CH2:28][CH2:27][CH2:26]2)=O)=[CH:11][CH:10]=1)[C:2]1[CH:7]=[CH:6][CH:5]=[CH:4][CH:3]=1>C(O)(=O)C>[CH2:1]([O:8][C:9]1[CH:32]=[CH:31][C:12]([C:13]2[N:24]([CH:25]3[CH2:30][CH2:29][CH2:28][CH2:27][CH2:26]3)[C:17]3[CH:18]=[CH:19][C:20]([C:22]#[N:23])=[CH:21][C:16]=3[N:15]=2)=[CH:11][CH:10]=1)[C:2]1[CH:7]=[CH:6][CH:5]=[CH:4][CH:3]=1. Reported procedure: A solution of compound 11 (2.08 g, 4.89 mmol) in acetic acid (15 mL) was refluxed for 4.5 h. The reaction mixture was cooled to rt and concentrated on a rotary evaporator. The residue was dissolved in ethyl acetate and washed with saturated NaHCO3 (2×) and water (1×). The organic layer was dried (MgSO4) and concentrated on a rotary evaporator. The residue was recrystallized from hexane/ethyl acetate to give compound 12 as a tan solid (1.8 g, 90%). ESI-MS m/e 408.3 (M+1). Starting materials: O (Water), BrC1=CC=C(N[C@H](C(=O)NCC#N)CC(C)C)C=C1 ((2S)-2-(4-bromoanilino)-N-(cyanomethyl)-4-methylpentanamide), C(C)(C)(C)OC(=O)N1CCN(CC1)C1=CC=C(C=C1)B(O)O (4-[4-(tert-butoxycarbonyl)-1-piperazinyl]phenylboronic acid), C([O-])([O-])=O.[Na+].[Na+] (sodium carbonate). The reagents and catalysts are C1=CC=C(C=C1)P([C-]2C=CC=C2)C3=CC=CC=C3.C1=CC=C(C=C1)P([C-]2C=CC=C2)C3=CC=CC=C3.Cl[Pd]Cl.[Fe+2] (PdCl2(dppf)), C1=CC=C(C=C1)P([C-]2C=CC=C2)C3=CC=CC=C3.C1=CC=C(C=C1)P([C-]2C=CC=C2)C3=CC=CC=C3.Cl[Pd]Cl.[Fe+2] (PdCl2(dppf)). The solvent is CN(C)C=O (DMF). Conditions: temperature 105 celsius. Yields the product C(#N)CNC(=O)[C@H](CC(C)C)NC1=CC=C(C=C1)C1=CC=C(C=C1)N1CCN(CC1)C(=O)OC(C)(C)C (tert-butyl 4-{4′-[((1S)-1-{[(cyanomethyl)amino]carbonyl}-3-methylbutyl)amino][1,1′-biphenyl]-4-yl}-1-piperazinecarboxylate). As a reaction SMILES: Br[C:2]1[CH:19]=[CH:18][C:5]([NH:6][C@@H:7]([CH2:14][CH:15]([CH3:17])[CH3:16])[C:8]([NH:10][CH2:11][C:12]#[N:13])=[O:9])=[CH:4][CH:3]=1.[C:20]([O:24][C:25]([N:27]1[CH2:32][CH2:31][N:30]([C:33]2[CH:38]=[CH:37][C:36](B(O)O)=[CH:35][CH:34]=2)[CH2:29][CH2:28]1)=[O:26])([CH3:23])([CH3:22])[CH3:21].C(=O)([O-])[O-].[Na+].[Na+].O>CN(C=O)C.C1C=CC(P(C2C=CC=CC=2)[C-]2C=CC=C2)=CC=1.C1C=CC(P(C2C=CC=CC=2)[C-]2C=CC=C2)=CC=1.Cl[Pd]Cl.[Fe+2]>[C:12]([CH2:11][NH:10][C:8]([C@@H:7]([NH:6][C:5]1[CH:18]=[CH:19][C:2]([C:36]2[CH:35]=[CH:34][C:33]([N:30]3[CH2:29][CH2:28][N:27]([C:25]([O:24][C:20]([CH3:23])([CH3:22])[CH3:21])=[O:26])[CH2:32][CH2:31]3)=[CH:38][CH:37]=2)=[CH:3][CH:4]=1)[CH2:14][CH:15]([CH3:17])[CH3:16])=[O:9])#[N:13] |f:2.3.4,7.8.9.10|. Procedure details: To (2S)-2-(4-bromoanilino)-N-(cyanomethyl)-4-methylpentanamide (555 mg, 1.71 mmol), and 4-[4-(tert-butoxycarbonyl)-1-piperazinyl]phenylboronic acid (520 mg, 1.71 mmol) in DMF (20 mL) under dry nitrogen was added aqueous sodium carbonate (2 M, 2.55 mL, 5.13 mmol) followed by the catalyst PdCl2(dppf) (42 mg, 0.051 mmol). The reaction was heated to 105° C. for 0.75 hours and more PdCl2(dppf) (42 mg, 0.051 mmol) was added and the reaction mixture was heated for another 4–5 hours. Water was added and... Starting materials: CCOC(=O)C(C)C(=O)OCC, CN(C)C=O, Cl, [H-], ICCc1cccs1, [Na+]. The product is CCOC(=O)C(C)(CCc1cccs1)C(=O)OCC. As a reaction SMILES: [CH2:3]([CH3:4])[O:5][C:6]([CH:7]([C:8](=[O:9])[O:10][CH2:11][CH3:12])[CH3:13])=[O:14].[CH3:24][N:25]([CH3:26])[CH:27]=[O:28].[ClH:23].[H-:1].[I:15][CH2:16][CH2:17][c:18]1[s:19][cH:20][cH:21][cH:22]1.[Na+:2]>>[CH2:3]([CH3:4])[O:5][C:6]([C:7]([C:8](=[O:9])[O:10][CH2:11][CH3:12])([CH3:13])[CH2:16][CH2:17][c:18]1[s:19][cH:20][cH:21][cH:22]1)=[O:14]. The reactants are Cl, CCOC(=O)CC(c1ccccc1)n1cnc2ccc(NC(=O)c3cccc([N+](=O)[O-])c3)cc21. Yields the product O=C(O)CC(c1ccccc1)n1cnc2ccc(NC(=O)c3cccc([N+](=O)[O-])c3)cc21. As a reaction SMILES: [ClH:35].[N+:1](=[O:2])([O-:3])[c:4]1[cH:5][c:6]([C:7](=[O:8])[NH:9][c:10]2[cH:11][cH:12][c:13]3[c:14]([n:15]([CH:18]([CH2:19][C:20](=[O:21])[O:22][CH2:23][CH3:24])[c:25]4[cH:26][cH:27][cH:28][cH:29][cH:30]4)[cH:16][n:17]3)[cH:31]2)[cH:32][cH:33][cH:34]1>>[N+:1](=[O:2])([O-:3])[c:4]1[cH:5][c:6]([C:7](=[O:8])[NH:9][c:10]2[cH:11][cH:12][c:13]3[c:14]([n:15]([CH:18]([CH2:19][C:20](=[O:21])[OH:22])[c:25]4[cH:26][cH:27][cH:28][cH:29][cH:30]4)[cH:16][n:17]3)[cH:31]2)[cH:32][cH:33][cH:34]1. Reactants: BrC=1C=NN2C1N=CC(=C2Cl)C(=O)OCC (Ethyl 3-bromo-7-chloropyrazolo[1,5-a]pyrimidine-6-carboxylate), CC1=C(N)C=C(C=C1)C (2,5-dimethylaniline). Yields the product BrC=1C=NN2C1N=CC(=C2NC2=C(C=CC(=C2)C)C)C(=O)OCC (Ethyl 3-bromo-7-(2,5-dimethylphenylamino)pyrazolo[1,5-a]pyrimidine-6-carboxylate). Isolated yield 67.7%. As a reaction SMILES: [Br:1][C:2]1[CH:3]=[N:4][N:5]2[C:10](Cl)=[C:9]([C:12]([O:14][CH2:15][CH3:16])=[O:13])[CH:8]=[N:7][C:6]=12.[CH3:17][C:18]1[CH:24]=[CH:23][C:22]([CH3:25])=[CH:21][C:19]=1[NH2:20]>>[Br:1][C:2]1[CH:3]=[N:4][N:5]2[C:10]([NH:20][C:19]3[CH:21]=[C:22]([CH3:25])[CH:23]=[CH:24][C:18]=3[CH3:17])=[C:9]([C:12]([O:14][CH2:15][CH3:16])=[O:13])[CH:8]=[N:7][C:6]=12. Reported procedure: In the same manner as in Example 1, step 4 and using ethyl 3-bromo-7-chloropyrazolo[1,5-a]pyrimidine-6-carboxylate (400 mg, 1.31 mmol) obtained in Example 22, step 1 and 2,5-dimethylaniline (0.19 mL, 1.57 mmol), the title compound (345 mg, 68%) was obtained.